The task is: describe an organic reaction: reactants, conditions, products, and yield. This data is from the Open Reaction Database (ORD), a public repository of structured organic reaction records. RXN SMILES: [CH3:1][C:2]1[CH:7]=[CH:6][C:5](B(O)O)=[CH:4][CH:3]=1.C(=O)([O-])[O-].[Na+].[Na+].O.Br[C:19]1[CH:24]=[CH:23][CH:22]=[CH:21][C:20]=1[C:25]1[N:29]([C:30]2[CH:35]=[CH:34][C:33]([N+:36]([O-:38])=[O:37])=[CH:32][CH:31]=2)[N:28]=[N:27][N:26]=1>C1C=CC([P]([Pd]([P](C2C=CC=CC=2)(C2C=CC=CC=2)C2C=CC=CC=2)([P](C2C=CC=CC=2)(C2C=CC=CC=2)C2C=CC=CC=2)[P](C2C=CC=CC=2)(C2C=CC=CC=2)C2C=CC=CC=2)(C2C=CC=CC=2)C2C=CC=CC=2)=CC=1.C1(C)C=CC=CC=1.CO>[CH3:1][C:2]1[CH:7]=[CH:6][C:5]([C:19]2[CH:24]=[CH:23][CH:22]=[CH:21][C:20]=2[C:25]2[N:29]([C:30]3[CH:35]=[CH:34][C:33]([N+:36]([O-:38])=[O:37])=[CH:32][CH:31]=3)[N:28]=[N:27][N:26]=2)=[CH:4][CH:3]=1 |f:1.2.3,^1:42,44,63,82|. The reagents and catalysts are C=1C=CC(=CC1)[P](C=2C=CC=CC2)(C=3C=CC=CC3)[Pd]([P](C=4C=CC=CC4)(C=5C=CC=CC5)C=6C=CC=CC6)([P](C=7C=CC=CC7)(C=8C=CC=CC8)C=9C=CC=CC9)[P](C=1C=CC=CC1)(C=1C=CC=CC1)C=1C=CC=CC1 (tetrakis(triphenylphosphine)palladium). Yield: 95.1%. Reaction conditions: temperature 60 celsius. Starting materials: CC1=CC=C(C=C1)B(O)O (4-methylphenyl boronic acid), C([O-])([O-])=O.[Na+].[Na+] (sodium carbonate), O (water), BrC1=C(C=CC=C1)C1=NN=NN1C1=CC=C(C=C1)[N+](=O)[O-] (5-(2-bromophenyl)-1-(4-nitrophenyl)-1H-tetrazole). The product is CC1=CC=C(C=C1)C1=C(C=CC=C1)C1=NN=NN1C1=CC=C(C=C1)[N+](=O)[O-] (5-(4'-methylbiphenyl-2-yl)-1-(4-nitrophenyl)-1H-tetrazole). Run in C1(=CC=CC=C1)C (toluene), CO (methanol), C1(=CC=CC=C1)C (Toluene). Procedure: A mixture of 4-methylphenyl boronic acid (9.7 g; 71 mmol), sodium carbonate (16.7 g; 158 mmol), water (100 ml), methanol (50 ml) and toluene (50 ml) was heated to 60° C. to give a clear solution. Compound C (20.0 g; 55 mmol) was then added, followed by tetrakis(triphenylphosphine)palladium (0.3 g; 0.25 mmol) and the mixture heated at reflux for 3 hours. Toluene (30 ml) was added and the warm mixture was filtered through diatomaceous earth. The organic phase was separated and the aqueous phase ex... RXN SMILES: [O:1]=[C:2]1[CH:10](SC)[C:9]2[C:4](=[C:5]([O:13][C:14]3[CH:23]=[CH:22][C:21]4[C:16](=[CH:17][CH:18]=[CH:19][CH:20]=4)[CH:15]=3)[CH:6]=[CH:7][CH:8]=2)[NH:3]1>[Ni].O1CCOCC1>[O:1]=[C:2]1[CH2:10][C:9]2[C:4](=[C:5]([O:13][C:14]3[CH:23]=[CH:22][C:21]4[C:16](=[CH:17][CH:18]=[CH:19][CH:20]=4)[CH:15]=3)[CH:6]=[CH:7][CH:8]=2)[NH:3]1. Reported procedure: A mixture of 2-oxo-3-methylthio-7-(β-naphthoxy)indoline (7.6 g) and Raney nickel (17 ml) in dioxane (100 ml) was treated in a similar manner to that of Example 39-(1) to give 2-oxo-7-(β-naphthoxy)indoline (5.4 g). mp 195°-197° C. Isolated yield 82.9%. Reagents/catalysts: [Ni] (Raney nickel). The solvent is O1CCOCC1 (dioxane). Starting materials: O=C1NC2=C(C=CC=C2C1SC)OC1=CC2=CC=CC=C2C=C1 (2-oxo-3-methylthio-7-(β-naphthoxy)indoline). Yields the product O=C1NC2=C(C=CC=C2C1)OC1=CC2=CC=CC=C2C=C1 (2-oxo-7-(β-naphthoxy)indoline). Reactants: CC(C)(C(=O)O)c1cccc(B(O)O)c1, O=C([O-])[O-], COCCOC, OCc1nc(Cl)cc(NCCc2ccc(Cl)cc2Cl)n1, Cl, [Cs+], [Cs+], O, c1ccc(P(c2ccccc2)(c2ccccc2)[Pd](P(c2ccccc2)(c2ccccc2)c2ccccc2)(P(c2ccccc2)(c2ccccc2)c2ccccc2)P(c2ccccc2)(c2ccccc2)c2ccccc2)cc1. Yields the product CC(C)(C(=O)O)c1cccc(-c2cc(NCCc3ccc(Cl)cc3Cl)nc(CO)n2)c1. RXN SMILES: [C:21](=[O:22])([OH:23])[C:24]([CH3:25])([CH3:26])[c:27]1[cH:28][c:29]([B:33]([OH:34])[OH:35])[cH:30][cH:31][cH:32]1.[C:36](=[O:37])([O-:38])[O-:39].[CH3:43][O:44][CH2:45][CH2:46][O:47][CH3:48].[Cl:1][c:2]1[n:3][c:4]([CH2:19][OH:20])[n:5][c:6]([NH:8][CH2:9][CH2:10][c:11]2[c:12]([Cl:18])[cH:13][c:14]([Cl:17])[cH:15][cH:16]2)[cH:7]1.[ClH:42].[Cs+:40].[Cs+:41].[OH2:49].[cH:50]1[cH:51][cH:52][c:53]([P:54]([Pd:55]([P:56]([c:57]2[cH:58][cH:59][cH:60][cH:61][cH:62]2)([c:63]2[cH:64][cH:65][cH:66][cH:67][cH:68]2)[c:69]2[cH:70][cH:71][cH:72][cH:73][cH:74]2)([P:75]([c:76]2[cH:77][cH:78][cH:79][cH:80][cH:81]2)([c:82]2[cH:83][cH:84][cH:85][cH:86][cH:87]2)[c:88]2[cH:89][cH:90][cH:91][cH:92][cH:93]2)[P:94]([c:95]2[cH:96][cH:97][cH:98][cH:99][cH:100]2)([c:101]2[cH:102][cH:103][cH:104][cH:105][cH:106]2)[c:107]2[cH:108][cH:109][cH:110][cH:111][cH:112]2)([c:113]2[cH:114][cH:115][cH:116][cH:117][cH:118]2)[c:119]2[cH:120][cH:121][cH:122][cH:123][cH:124]2)[cH:125][cH:126]1>>[c:2]1(-[c:29]2[cH:28][c:27]([C:24]([C:21](=[O:22])[OH:23])([CH3:25])[CH3:26])[cH:32][cH:31][cH:30]2)[n:3][c:4]([CH2:19][OH:20])[n:5][c:6]([NH:8][CH2:9][CH2:10][c:11]2[c:12]([Cl:18])[cH:13][c:14]([Cl:17])[cH:15][cH:16]2)[cH:7]1. Reactants: CC1(c2cnc(Br)s2)OCCO1, [Li]CCCC, CCOCC, [Cl-], Cl, N#N, [NH4+], CN(C)C=O. The product is CC1(c2cnc(C=O)s2)OCCO1. Reaction SMILES: [Br:3][c:4]1[s:5][c:6]([C:9]2([CH3:14])[O:10][CH2:11][CH2:12][O:13]2)[cH:7][n:8]1.[CH3:15][CH2:16][CH2:17][CH2:18][Li:19].[CH3:28][CH2:29][O:30][CH2:31][CH3:32].[Cl-:25].[ClH:27].[N:1]#[N:2].[NH4+:26].[O:20]=[CH:21][N:22]([CH3:23])[CH3:24]>>[c:4]1([CH:21]=[O:20])[s:5][c:6]([C:9]2([CH3:14])[O:10][CH2:11][CH2:12][O:13]2)[cH:7][n:8]1. The reactants are CCOC(=O)CSc1cnc(NC(=O)N(C2CCC2)C2CCC(C)CC2)s1, CCOC(=O)CS, CC1CCC(NC2CCC2)CC1, Nc1cncs1. The product is CC1CCC(N(C(=O)Nc2ncc(SCC(=O)O)s2)C2CCC2)CC1. Reaction SMILES: [CH2:1]([CH3:2])[O:3][C:4]([CH2:5][S:6][c:7]1[cH:8][n:9][c:10]([NH:12][C:13](=[O:14])[N:15]([CH:16]2[CH2:17][CH2:18][CH:19]([CH3:22])[CH2:20][CH2:21]2)[CH:23]2[CH2:24][CH2:25][CH2:26]2)[s:11]1)=[O:27].[CH2:40]([O:41][C:42](=[O:43])[CH2:44][SH:45])[CH3:46].[CH:28]1([NH:29][CH:30]2[CH2:31][CH2:32][CH:33]([CH3:34])[CH2:35][CH2:36]2)[CH2:37][CH2:38][CH2:39]1.[NH2:47][c:48]1[s:49][cH:50][n:51][cH:52]1>>[O:3]=[C:4]([CH2:5][S:6][c:7]1[cH:8][n:9][c:10]([NH:12][C:13](=[O:14])[N:15]([CH:16]2[CH2:17][CH2:18][CH:19]([CH3:22])[CH2:20][CH2:21]2)[CH:23]2[CH2:24][CH2:25][CH2:26]2)[s:11]1)[OH:27]. Reactants: BrCC1=CC=C(C=C1)C1=CC(=CC=C1)C=1C=C(C=C2C=CC=NC12)C(C)(C)S(=O)(=O)C (8-(4′-Bromomethyl-biphenyl-3-yl)-6-(1-methanesulfonyl-1-methyl-ethyl)-quinoline), CS(=O)[O-].[Na+] (sodium methanesulfinate). Run in O (water), CN(C)C=O (DMF). Conditions: time 2 hour. Product: CS(=O)(=O)CC1=CC=C(C=C1)C1=CC(=CC=C1)C=1C=C(C=C2C=CC=NC12)C(C)(C)S(=O)(=O)C (8-(4′-Methanesulfonylmethyl-biphenyl-3-yl)6-(1-methanesulfonyl-1-methyl-ethyl)-quinoline). Reaction SMILES: Br[CH2:2][C:3]1[CH:8]=[CH:7][C:6]([C:9]2[CH:14]=[CH:13][CH:12]=[C:11]([C:15]3[CH:16]=[C:17]([C:25]([S:28]([CH3:31])(=[O:30])=[O:29])([CH3:27])[CH3:26])[CH:18]=[C:19]4[C:24]=3[N:23]=[CH:22][CH:21]=[CH:20]4)[CH:10]=2)=[CH:5][CH:4]=1.[CH3:32][S:33]([O-:35])=[O:34].[Na+]>CN(C=O)C.O>[CH3:32][S:33]([CH2:2][C:3]1[CH:8]=[CH:7][C:6]([C:9]2[CH:14]=[CH:13][CH:12]=[C:11]([C:15]3[CH:16]=[C:17]([C:25]([S:28]([CH3:31])(=[O:30])=[O:29])([CH3:27])[CH3:26])[CH:18]=[C:19]4[C:24]=3[N:23]=[CH:22][CH:21]=[CH:20]4)[CH:10]=2)=[CH:5][CH:4]=1)(=[O:35])=[O:34] |f:1.2|. Procedure: To a solution of 8-(4′-Bromomethyl-biphenyl-3-yl)-6-(1-methanesulfonyl-1-methyl-ethyl)-quinoline (1.0 eq.) in DMF (0.1M) was added sodium methanesulfinate (1.3 eq.). The mixture was stirred at rt for 2 h, poured in water and extracted with EtOAc (2×). The combined organic extracts were washed with brine, dried over Na2SO4, filtered and concentrated. Flash chromatography (Hex:EA; 1:4) and stirring in EtOAc:Hex:Et2O (1:7:2) afforded the title compound as a white solid after filtration. 1H NMR (400...